Dataset: the Open Reaction Database (ORD), a public repository of structured organic reaction records. Task: describe an organic reaction: reactants, conditions, products, and yield Starting materials: CCc1nc2ccncc2cc1O, CN(C)c1ccncc1, COc1cc2nccc(Cl)c2cc1OC, Clc1ccccc1Cl, O. Yields the product CCc1nc2ccncc2cc1Oc1ccnc2cc(OC)c(OC)cc12. Reaction SMILES: [CH2:1]([CH3:2])[c:3]1[n:4][c:5]2[cH:6][cH:7][n:8][cH:9][c:10]2[cH:11][c:12]1[OH:13].[CH3:30][N:31]([CH3:32])[c:33]1[cH:34][cH:35][n:36][cH:37][cH:38]1.[Cl:14][c:15]1[cH:16][cH:17][n:18][c:19]2[cH:20][c:21]([O:27][CH3:28])[c:22]([O:25][CH3:26])[cH:23][c:24]12.[Cl:39][c:40]1[cH:41][cH:42][cH:43][cH:44][c:45]1[Cl:46].[OH2:29]>>[CH2:1]([CH3:2])[c:3]1[n:4][c:5]2[cH:6][cH:7][n:8][cH:9][c:10]2[cH:11][c:12]1[O:13][c:15]1[cH:16][cH:17][n:18][c:19]2[cH:20][c:21]([O:27][CH3:28])[c:22]([O:25][CH3:26])[cH:23][c:24]12. The reactants are OC(COC1=C(C(=C(C=C1)C)[N+](=O)[O-])[N+](=O)[O-])CN1CCC(CC1)COC1=CC=CC=C1 (1-[2-hydroxy-3-(4-phenoxymethylpiperidino)-propoxy]-4-methyl-2,3-dinitrobenzene), C(CC)N (n-propylamine), OC(COC1=C(C(=C(C=C1)C)[N+](=O)[O-])NCCC)CN1CCC(CC1)COC1=CC=CC=C1 (1-[2-hydroxy-3-(4-phenoxymethylpiperidino)-propoxy]-4-methyl-2-propylamino-3-nitrobenzene). The reagents and catalysts are [Pt]=O (platinum oxide). The product is OC(COC1=CC=C(C=2NC(N(C21)CCC)=O)C)CN2CCC(CC2)COC2=CC=CC=C2 (4-[2-Hydroxy-3-(4-phenoxymethylpiperidino)-propoxy]-7-methyl-3-propyl-2-benzimidazolinone). RXN SMILES: [OH:1][CH:2](CN1CCC(COC2C=CC=CC=2)CC1)COC1C=CC(C)=C([N+]([O-])=O)C=1[N+]([O-])=O.C(N)CC.[OH:37][CH:38]([CH2:55][N:56]1[CH2:61][CH2:60][CH:59]([CH2:62][O:63][C:64]2[CH:69]=[CH:68][CH:67]=[CH:66][CH:65]=2)[CH2:58][CH2:57]1)[CH2:39][O:40][C:41]1[CH:46]=[CH:45][C:44]([CH3:47])=[C:43]([N+:48]([O-])=O)[C:42]=1[NH:51][CH2:52][CH2:53][CH3:54]>[Pt]=O>[OH:37][CH:38]([CH2:55][N:56]1[CH2:61][CH2:60][CH:59]([CH2:62][O:63][C:64]2[CH:69]=[CH:68][CH:67]=[CH:66][CH:65]=2)[CH2:58][CH2:57]1)[CH2:39][O:40][C:41]1[C:42]2[N:51]([CH2:52][CH2:53][CH3:54])[C:2](=[O:1])[NH:48][C:43]=2[C:44]([CH3:47])=[CH:45][CH:46]=1. Procedure details: 15.0 g. 1-[2-hydroxy-3-(4-phenoxymethylpiperidino)-propoxy]-4-methyl-2,3-dinitrobenzene (see preparation of the starting material for Example (4a) are heated under reflux in 12 ml. n-propylamine for 3.5 hours. After cooling, there are isolated 8.8 g. (59% of theory) crystalline 1-[2-hydroxy-3-(4-phenoxymethylpiperidino)-propoxy]-4-methyl-2-propylamino-3-nitrobenzene; m.p. 91°-93° C. This compound is hydrogenated in the presence of platinum oxide to give the desired 3-amino-1-[2-hydroxy-3-(4-phen...